This data is from the Open Reaction Database (ORD), a public repository of structured organic reaction records. The task is: describe an organic reaction: reactants, conditions, products, and yield Starting materials: CC=C(CC)c1ccc(OC)c(OC)c1, O. Product: CCC(c1ccc(OC)c(OC)c1)C(C)O. Reaction SMILES: [CH2:1]([CH3:2])[C:3](=[CH:4][CH3:5])[c:6]1[cH:7][c:8]([O:14][CH3:15])[c:9]([O:12][CH3:13])[cH:10][cH:11]1.[OH2:16]>>[CH2:1]([CH3:2])[CH:3]([CH:4]([CH3:5])[OH:16])[c:6]1[cH:7][c:8]([O:14][CH3:15])[c:9]([O:12][CH3:13])[cH:10][cH:11]1. Starting materials: O (Water), C([O-])(O)=O.[Na+] (sodium bicarbonate), Cl.ClC=1C=C(C=CC1C#N)N[C@@H](CC(=O)OC)CNCC (Methyl (3S)-3-[(3-chloro-4-cyanophenyl)amino]-4-(ethylamino)butanoate, hydrochloride). Solvent: C(C)(=O)OCC (ethyl acetate). Yields the product ClC1=C(C#N)C=CC(=C1)N[C@@H]1CN(C(C1)=O)CC (2-Chloro-4-{[(3S)-1-ethyl-5-oxo-3-pyrrolidinyl]amino}benzonitrile). Isolated yield 84.3%. As a reaction SMILES: Cl.[Cl:2][C:3]1[CH:4]=[C:5]([NH:11][C@H:12]([CH2:18][NH:19][CH2:20][CH3:21])[CH2:13][C:14](OC)=[O:15])[CH:6]=[CH:7][C:8]=1[C:9]#[N:10].O.C(=O)(O)[O-].[Na+]>C(OCC)(=O)C>[Cl:2][C:3]1[CH:4]=[C:5]([NH:11][C@H:12]2[CH2:13][C:14](=[O:15])[N:19]([CH2:20][CH3:21])[CH2:18]2)[CH:6]=[CH:7][C:8]=1[C:9]#[N:10] |f:0.1,3.4|. Procedure details: Methyl (3S)-3-[(3-chloro-4-cyanophenyl)amino]-4-(ethylamino)butanoate, hydrochloride (4.0 g., 13.5 mmole) was redissolved in ethyl acetate (50 mL). Water was added (50 mL) and 10% sodium bicarbonate was added with stirring to bring the pH to 8.5. The organic layer was concentrated and redissolved in benzene (120 mL). The solution was heated with stirring at 75° C. for 6 h. The solvent was evaporated. The crude product was triturated with Et2O, chilled and the solid filtered to give the titled co... Reactants: CNC(=O)C(NC(=O)C(CC(=O)OC(C)(C)C)c1ccc(-c2ccc(-c3ccccc3)cc2)o1)C(C)(C)C, O=C(O)CC(C(=O)NC(CO)Cc1ccccc1)c1ccc(-c2ccc(-c3ccccc3)cc2)o1, ClCCl, O=C(O)C(F)(F)F. Product: CNC(=O)C(NC(=O)C(CC(=O)O)c1ccc(-c2ccc(-c3ccccc3)cc2)o1)C(C)(C)C. As a reaction SMILES: [C:36]([CH3:37])([CH3:38])([CH3:39])[O:40][C:41]([CH2:42][CH:43]([C:44](=[O:45])[NH:46][CH:47]([C:48]([CH3:49])([CH3:50])[CH3:51])[C:52]([NH:53][CH3:54])=[O:55])[c:56]1[cH:57][cH:58][c:59](-[c:61]2[cH:62][cH:63][c:64](-[c:67]3[cH:68][cH:69][cH:70][cH:71][cH:72]3)[cH:65][cH:66]2)[o:60]1)=[O:73].[CH2:1]([CH:2]([NH:3][C:4](=[O:5])[CH:6]([c:7]1[o:8][c:9](-[c:10]2[cH:11][cH:12][c:13](-[c:14]3[cH:15][cH:16][cH:17][cH:18][cH:19]3)[cH:20][cH:21]2)[cH:22][cH:23]1)[CH2:24][C:25]([OH:26])=[O:27])[CH2:28][OH:29])[c:30]1[cH:31][cH:32][cH:33][cH:34][cH:35]1.[Cl:81][CH2:82][Cl:83].[OH:74][C:75]([C:76]([F:77])([F:78])[F:79])=[O:80]>>[O:40]=[C:41]([CH2:42][CH:43]([C:44](=[O:45])[NH:46][CH:47]([C:48]([CH3:49])([CH3:50])[CH3:51])[C:52]([NH:53][CH3:54])=[O:55])[c:56]1[cH:57][cH:58][c:59](-[c:61]2[cH:62][cH:63][c:64](-[c:67]3[cH:68][cH:69][cH:70][cH:71][cH:72]3)[cH:65][cH:66]2)[o:60]1)[OH:73]. Starting materials: COC=1C=C(C(=O)C=2SC=C(N2)C=2C=C3C(=C(C(NC3=CC2)=O)O)O)C=CC1OC (2-(3,4-dimethoxybenzoyl)-4-(3,4-dihydroxycarbostyril-6-yl)thiazole), B.[Na] (sodium boron hydride). The solvent is C(Cl)(Cl)Cl (chloroform). Conditions: time 1 hour. The product is COC=1C=C(C=CC1OC)C(O)C=1SC=C(N1)C=1C=C2C(=C(C(NC2=CC1)=O)O)O (2-[1-(3,4-dimethoxyphenyl)-1-hydroxymethyl]-4-(3,4-dihydroxycarbostyril-6-yl)thiazole). The yield is 51.8%. As a reaction SMILES: [CH3:1][O:2][C:3]1[CH:4]=[C:5]([CH:26]=[CH:27][C:28]=1[O:29][CH3:30])[C:6]([C:8]1[S:9][CH:10]=[C:11]([C:13]2[CH:14]=[C:15]3[C:20](=[CH:21][CH:22]=2)[NH:19][C:18](=[O:23])[C:17]([OH:24])=[C:16]3[OH:25])[N:12]=1)=[O:7].B.[Na]>C(Cl)(Cl)Cl>[CH3:1][O:2][C:3]1[CH:4]=[C:5]([CH:6]([C:8]2[S:9][CH:10]=[C:11]([C:13]3[CH:14]=[C:15]4[C:20](=[CH:21][CH:22]=3)[NH:19][C:18](=[O:23])[C:17]([OH:24])=[C:16]4[OH:25])[N:12]=2)[OH:7])[CH:26]=[CH:27][C:28]=1[O:29][CH3:30] |f:1.2,^1:31|. Procedure details: In 6 ml of chloroform was dissolved 100 mg of 2-(3,4-dimethoxybenzoyl)-4-(3,4-dihydroxycarbostyril-6-yl)thiazole. Thereto was added sodium boron hydride at room temperature, and the mixture was stirred for 1 hour at the same temperature. The solvent was distilled off. The residue was extracted with chloroform. The extract was water-washed, dried and then subjected to solvent removal by distilation. The residue was purified by silica gel column chromatography (eluent: chloroform/methanol=99/1) an...